Task: describe an organic reaction: reactants, conditions, products, and yield. Dataset: the Open Reaction Database (ORD), a public repository of structured organic reaction records The reactants are CN(C1(CCC(CC1)CC(=O)NCCC1=CNC2=CC=CC=C12)C1=CC=CC=C1)C (2-(4-Dimethylamino-4-phenylcyclohexyl)-N-[2-(1H-indol-3-yl)ethyl]acetamide), Cl[Si](C)(C)C (chlorotrimethylsilane). Run in CC(=O)CC (ethyl methyl ketone). Conditions: time 1.5 hour. Yields the product Cl.CN(C1(CCC(CC1)CC(=O)NCCC1=CNC2=CC=CC=C12)C1=CC=CC=C1)C (2-(4-Dimethylamino-4-phenylcyclohexyl)-N-[2-(1H-indol-3-yl)ethyl]acetamide hydrochloride). Isolated yield 47.0%. As a reaction SMILES: [CH3:1][N:2]([CH3:30])[C:3]1([C:24]2[CH:29]=[CH:28][CH:27]=[CH:26][CH:25]=2)[CH2:8][CH2:7][CH:6]([CH2:9][C:10]([NH:12][CH2:13][CH2:14][C:15]2[C:23]3[C:18](=[CH:19][CH:20]=[CH:21][CH:22]=3)[NH:17][CH:16]=2)=[O:11])[CH2:5][CH2:4]1.[Cl:31][Si](C)(C)C>CC(CC)=O>[ClH:31].[CH3:30][N:2]([CH3:1])[C:3]1([C:24]2[CH:29]=[CH:28][CH:27]=[CH:26][CH:25]=2)[CH2:8][CH2:7][CH:6]([CH2:9][C:10]([NH:12][CH2:13][CH2:14][C:15]2[C:23]3[C:18](=[CH:19][CH:20]=[CH:21][CH:22]=3)[NH:17][CH:16]=2)=[O:11])[CH2:5][CH2:4]1 |f:3.4|. Reported procedure: 2-(4-Dimethylamino-4-phenylcyclohexyl)-N-[2-(1H-indol-3-yl)ethyl]acetamide (141 mg, 0.35 mmol) was warmed gently in ethyl methyl ketone, and chlorotrimethylsilane (0.066 ml, 0.52 mmol) was added. After 1.5 h it was possible to filter off a beige-coloured, hygroscopic product with suction. The filtrate was reduced to a volume of 5 ml and ether was added. The hydrochloride thereby precipitated out as a colourless solid in a yield of 47% (72 mg). M.p.: 135-140° C. Reported procedure: A mixture of 4-(3-benzyl-2-methoxymethyl-3H-benzimidazol-4-yl)carbonylamino-3-methoxy-N-methyl-N-[4-methyl-2-[5-(4-methylpiperazin-1-yl)carbonylpent-1-yloxy]phenyl]benzamide (200 mg) and 5% formic acid in methanol solution (10 ml) was refluxed for 24 hours. The reaction mixture was concentrated in vacuo and the residue was dissolved in chloroform. The solution was washed with saturated aqueous sodium bicarbonate solution and the organic layer was dried over magnesium sulfate. The solvent was eva... The solvent is CO (methanol). The yield is 27.2%. The reactants are C(C1=CC=CC=C1)N1C(=NC2=C1C(=CC=C2)C(=O)NC2=C(C=C(C(=O)N(C1=C(C=C(C=C1)C)OCCCCCC(=O)N1CCN(CC1)C)C)C=C2)OC)COC (4-(3-benzyl-2-methoxymethyl-3H-benzimidazol-4-yl)carbonylamino-3-methoxy-N-methyl-N-[4-methyl-2-[5-(4-methylpiperazin-1-yl)carbonylpent-1-yloxy]phenyl]benzamide), C(=O)O (formic acid). Product: COC=1C=C(C(=O)N(C2=C(C=C(C=C2)C)OCCCCCC(=O)N2CCN(CC2)C)C)C=CC1NC(=O)C1=CC=CC=2NC(=NC21)COC (3-methoxy-4-(2-methoxymethyl-1H-benzimidazol-4-yl)carbonylamino-N-methyl-N-[4-methyl-2-[5-(4-methylpiperazin-1-yl)carbonylpent-1-yloxy]phenyl]benzamide). Reaction SMILES: C([N:8]1[C:12]2[C:13]([C:17]([NH:19][C:20]3[CH:51]=[CH:50][C:23]([C:24]([N:26]([CH3:49])[C:27]4[CH:32]=[CH:31][C:30]([CH3:33])=[CH:29][C:28]=4[O:34][CH2:35][CH2:36][CH2:37][CH2:38][CH2:39][C:40]([N:42]4[CH2:47][CH2:46][N:45]([CH3:48])[CH2:44][CH2:43]4)=[O:41])=[O:25])=[CH:22][C:21]=3[O:52][CH3:53])=[O:18])=[CH:14][CH:15]=[CH:16][C:11]=2[N:10]=[C:9]1[CH2:54][O:55][CH3:56])C1C=CC=CC=1.C(O)=O>CO>[CH3:53][O:52][C:21]1[CH:22]=[C:23]([CH:50]=[CH:51][C:20]=1[NH:19][C:17]([C:13]1[C:12]2[N:8]=[C:9]([CH2:54][O:55][CH3:56])[NH:10][C:11]=2[CH:16]=[CH:15][CH:14]=1)=[O:18])[C:24]([N:26]([CH3:49])[C:27]1[CH:32]=[CH:31][C:30]([CH3:33])=[CH:29][C:28]=1[O:34][CH2:35][CH2:36][CH2:37][CH2:38][CH2:39][C:40]([N:42]1[CH2:47][CH2:46][N:45]([CH3:48])[CH2:44][CH2:43]1)=[O:41])=[O:25]. RXN SMILES: [CH3:1][O:2][C:3]1[CH:8]=[CH:7][C:6]([NH2:9])=[CH:5][CH:4]=1.[N:10]([O-])=O.[Na+].[CH3:14][O:15][C:16]1[CH:21]=[CH:20][C:19]([OH:22])=[C:18]([C:23]([CH3:26])([CH3:25])[CH3:24])[CH:17]=1.[OH-].[Na+]>Cl>[CH3:1][O:2][C:3]1[CH:8]=[CH:7][C:6]([N:9]=[N:10][C:20]2[CH:21]=[C:16]([O:15][CH3:14])[CH:17]=[C:18]([C:23]([CH3:26])([CH3:25])[CH3:24])[C:19]=2[OH:22])=[CH:5][CH:4]=1 |f:1.2,4.5|. Procedure: p-Anisidine (257 g) was dissolved in 514 ml of conc. hydrochloric acid, and under ice-cooling, 1530 ml of an aqueous solution containing 158 g of sodium nitrite was added dropwise to the solution. This mixture was added dropwise under ice-cooling to 3000 ml of an aqueous solution containing 356 g of 4-methoxy-2-tert-butylphenol and 416 g of sodium hydroxide. The resulting mixture was stirred at the same temperature for 15 minutes. Conc. hydrochloric acid (about 400 ml) was added dropwise to the ... Solvent: Cl (hydrochloric acid), Cl (hydrochloric acid). The reactants are COC1=CC(=C(C=C1)O)C(C)(C)C (4-methoxy-2-tert-butylphenol), [OH-].[Na+] (sodium hydroxide), aqueous solution, aqueous solution, N(=O)[O-].[Na+] (sodium nitrite), COC1=CC=C(C=C1)N (p-Anisidine). Isolated yield 64.4%. Reaction conditions: time 15 minute. The product is COC1=CC=C(C=C1)N=NC1=C(C(=CC(=C1)OC)C(C)(C)C)O (2-(4-methoxyphenylazo)-4-methoxy-6-tert-butylphenol). The reactants are [BH4-].[Na+] (NaBH4), CC(C)(C)[Si](C)(C)Cl (TBDMS-Cl), N1C=NC=C1 (imidazole), C(C1=CC=CC=C1)(=O)OC1=CC=C(C=C1)O (4-Hydroxyphenyl benzoate). The solvent is CO (MeOH), C(Cl)Cl (CH2Cl2). Conditions: time 8 hour. Yields the product C(C)(C)(C)[Si](OC1=CC=C(C=C1)O)(C)C (4-(tert-Butyl-dimethyl-silanyloxy)-phenol). As a reaction SMILES: C([O:9][C:10]1[CH:15]=[CH:14][C:13]([OH:16])=[CH:12][CH:11]=1)(=O)C1C=CC=CC=1.[CH3:17][C:18]([Si:21](Cl)([CH3:23])[CH3:22])([CH3:20])[CH3:19].N1C=CN=C1.[BH4-].[Na+]>C(Cl)Cl.CO>[C:18]([Si:21]([CH3:23])([CH3:22])[O:9][C:10]1[CH:11]=[CH:12][C:13]([OH:16])=[CH:14][CH:15]=1)([CH3:20])([CH3:19])[CH3:17] |f:3.4|. Procedure: 4-Hydroxyphenyl benzoate (9.0 mmol) was dissolved in CH2Cl2 (9 mL/mmol), TBDMS-Cl (1.5 eq., 13.5 mmol) and imidazole (2.0 eq., 18.0 mmol) were added and the mixture was stirred at r.t. overnight. The mixture was diluted with MeOH (4.5 mL/mmol), and NaBH4 (2.5 eq., 22.5 mmol) was added slowly over 5 min (attention: vigorous gas evolution). The mixture was concentrated by removing CH2Cl2 under reduced pressure and the suspension was heated to 65° C. for 15 h. The reactants are C1CCOC1, Cc1cccc(CCN)c1, COc1ccc(CCC(=O)O)cc1OC. The product is COc1ccc(CCC(=O)NCCc2cccc(C)c2)cc1OC. RXN SMILES: [CH2:26]1[O:27][CH2:28][CH2:29][CH2:30]1.[CH3:16][c:17]1[cH:18][c:19]([CH2:23][CH2:24][NH2:25])[cH:20][cH:21][cH:22]1.[CH3:1][O:2][c:3]1[cH:4][c:5]([CH2:11][CH2:12][C:13](=[O:14])[OH:15])[cH:6][cH:7][c:8]1[O:9][CH3:10]>>[CH3:1][O:2][c:3]1[cH:4][c:5]([CH2:11][CH2:12][C:13](=[O:15])[NH:25][CH2:24][CH2:23][c:19]2[cH:18][c:17]([CH3:16])[cH:22][cH:21][cH:20]2)[cH:6][cH:7][c:8]1[O:9][CH3:10].